Dataset: the Open Reaction Database (ORD), a public repository of structured organic reaction records. Task: describe an organic reaction: reactants, conditions, products, and yield Reactants: reagent, COC(CN1N=C(C(=C1)[N+](=O)[O-])C)=O (3-methyl-4-nitropyrazol-1-yl-acetic acid methylester), solution, [H-].[Al+3].[Li+].[H-].[H-].[H-] (lithium aluminium hydride). The solvent is C1CCOC1 (THF), C1CCOC1 (THF). Run at time 1 hour. Yields the product NC=1C(=NN(C1)CCO)C (2-(4-Amino-3-methyl-pyrazol-1-yl)-ethanol). As a reaction SMILES: C[O:2][C:3](=O)[CH2:4][N:5]1[CH:9]=[C:8]([N+:10]([O-])=O)[C:7]([CH3:13])=[N:6]1.[H-].[Al+3].[Li+].[H-].[H-].[H-]>C1COCC1>[NH2:10][C:8]1[C:7]([CH3:13])=[N:6][N:5]([CH2:4][CH2:3][OH:2])[CH:9]=1 |f:1.2.3.4.5.6|. Reported procedure: To solution of 3-methyl-4-nitropyrazol-1-yl-acetic acid methylester (ChemCollect, Remscheid, Germany, 297 mg, 1.491 mmol) in THF (12 ml) cooled with an ice-bath was added a 1 M solution of lithium aluminium hydride in THF (1.5 ml, 1.5 mmol). The reaction mixture was stirred 1 h at rt then was added more of the reducing reagent (0.75 ml, 0.75 mmol), stirring 2 h at rt, (1.5 ml, 1.5 mmol), stirring 45 min, (2 ml, 2 mmol) and the reaction mixture was stirred 17 h at rt before being quenched with wa... Reactants: BrCCCC1=C(CP(OCC)(OCC)=O)C=CC=C1 (diethyl 2-(3-bromopropyl)benzylphosphonate), [Na] (sodium), solid, C(C)(=O)NC(C(=O)OCC)C(=O)OCC (diethyl acetamidomalonate). The solvent is C1(=CC=CC=C1)C (toluene), C(C)O (ethanol). Product: C(C)OP(=O)(OCC)CC1=C(C=CC=C1)CCCC(C(=O)OCC)(C(=O)OCC)NC(C)=O (Ethyl 5-[2-(diethylphosphonomethyl)phenyl]-2-acetamido-2-carboethoxypentanoate). Yield: 42.0%. Reaction SMILES: [Na].[C:2]([NH:5][CH:6]([C:12]([O:14][CH2:15][CH3:16])=[O:13])[C:7]([O:9][CH2:10][CH3:11])=[O:8])(=[O:4])[CH3:3].Br[CH2:18][CH2:19][CH2:20][C:21]1[CH:35]=[CH:34][CH:33]=[CH:32][C:22]=1[CH2:23][P:24](=[O:31])([O:28][CH2:29][CH3:30])[O:25][CH2:26][CH3:27]>C(O)C.C1(C)C=CC=CC=1>[CH2:29]([O:28][P:24]([CH2:23][C:22]1[CH:32]=[CH:33][CH:34]=[CH:35][C:21]=1[CH2:20][CH2:19][CH2:18][C:6]([NH:5][C:2](=[O:4])[CH3:3])([C:12]([O:14][CH2:15][CH3:16])=[O:13])[C:7]([O:9][CH2:10][CH3:11])=[O:8])([O:25][CH2:26][CH3:27])=[O:31])[CH3:30] |^1:0|. Procedure: To 0.48 g (21 mmol) of sodium in 50 mL of dry ethanol was added 4.56 g (21 mmol) of solid diethyl acetamidomalonate portionwise. This solution was stirred at reflux under nitrogen for 2 h. After cooling to room temperature the solvent was removed under reduced pressure yielding a tan solid. This solid was dried under vacuum about 2 h. The sodium salt of diethyl acetamidomalonate was then suspended in 50 mL of dry toluene and 9.0 g (21 mmol) of diethyl 2-(3-bromopropyl)benzylphosphonate in 25 mL ... Reactants: OC=1C=CC2=C(C(C=3NC4=CC(=CC=C4C3C2=O)C#N)(C)C)C1 (8-Hydroxy-6,6-dimethyl-11-oxo-6,11-dihydro-5H-benzo[b]carbazole-3-carbonitrile), COCCOCCO (2-(2-methoxyethoxyl)ethanol). The product is COCCOCCOC=1C=CC2=C(C(C=3NC4=CC(=CC=C4C3C2=O)C#N)(C)C)C1 (8-[2-(2-Methoxyethoxyl)ethoxy]-6,6-dimethyl-11-oxo-6,11-dihydro-5H-benzo[b]carbazole-3-carbonitrile). Procedure: Under the same conditions as the method for synthesizing Compound A7-1, the title compound was prepared from Compound A6 and 2-(2-methoxyethoxyl)ethanol. RXN SMILES: [OH:1][C:2]1[CH:3]=[CH:4][C:5]2[C:17](=[O:18])[C:16]3[C:15]4[C:10](=[CH:11][C:12]([C:19]#[N:20])=[CH:13][CH:14]=4)[NH:9][C:8]=3[C:7]([CH3:22])([CH3:21])[C:6]=2[CH:23]=1.[CH3:24][O:25][CH2:26][CH2:27][O:28][CH2:29][CH2:30]O>>[CH3:24][O:25][CH2:26][CH2:27][O:28][CH2:29][CH2:30][O:1][C:2]1[CH:3]=[CH:4][C:5]2[C:17](=[O:18])[C:16]3[C:15]4[C:10](=[CH:11][C:12]([C:19]#[N:20])=[CH:13][CH:14]=4)[NH:9][C:8]=3[C:7]([CH3:21])([CH3:22])[C:6]=2[CH:23]=1. The reactants are Cl.CC1(N=CC2=C3C(C(CC2C1=O)=O)=NC(=N3)C3CC3)C (7,7-dimethyl-2-cyclopropyl-5H,7H-imidazo[4,5-h]isoquinoline-4,6-dione hydrochloride), Br.C(C)N(CCCBr)CC (3-diethylamino-propyl bromide hydrobromide). Product: CC1(N=CC2=C3C(C(C(C2C1=O)CCCN(CC)CC)=O)=NC(=N3)C3CC3)C (7,7-Dimethyl-2-cyclopropyl-5-(3-diethylamino-propyl)-5H,7H-imidazo[4,5-h]isoquinoline-4,6-dione). Reaction SMILES: Cl.[CH3:2][C:3]1([CH3:21])[C:12](=[O:13])[CH:11]2[C:6](=[C:7]3[N:17]=[C:16]([CH:18]4[CH2:20][CH2:19]4)[N:15]=[C:8]3[C:9](=[O:14])[CH2:10]2)[CH:5]=[N:4]1.Br.[CH2:23]([N:25]([CH2:30][CH3:31])[CH2:26][CH2:27][CH2:28]Br)[CH3:24]>>[CH3:2][C:3]1([CH3:21])[C:12](=[O:13])[CH:11]2[C:6](=[C:7]3[N:17]=[C:16]([CH:18]4[CH2:19][CH2:20]4)[N:15]=[C:8]3[C:9](=[O:14])[CH:10]2[CH2:28][CH2:27][CH2:26][N:25]([CH2:30][CH3:31])[CH2:23][CH3:24])[CH:5]=[N:4]1 |f:0.1,2.3|. Reported procedure: Prepared analogous to Example 23 from 2.45 gm of 7,7-dimethyl-2-cyclopropyl-5H,7H-imidazo[4,5-h]isoquinoline-4,6-dione hydrochloride and 2.3 gm of 3-diethylamino-propyl bromide hydrobromide. The crude product was purified by chromatography on a silicagel column (eluant: chloroform with increasing content of acetone). The reactants are IC1=CC2=C(CCN(CC2C)C(C(F)(F)F)=O)N=C1OC (3-iodo-2-methoxy-5-methyl-7-(trifluoroacetyl)-6,7,8,9-tetrahydro-5H-pyrido[2,3-d]azepine), C(=O)([O-])[O-].[K+].[K+] (K2CO3), IC1=CC2=C(CCN(CC2C)C(C(F)(F)F)=O)N=C1O (3-iodo-5-methyl-7-(trifluoroacetyl)-6,7,8,9-tetrahydro-5H-pyrido[2,3-d]azepin-2-ol), C(=O)([O-])[O-].[K+].[K+] (K2CO3), CI (MeI). Solvent: CO (MeOH), CC(=O)C (acetone). Conditions: time 16 hour. Yields the product IC1=CC2=C(CCNCC2C)N=C1OC (3-iodo-2-methoxy-5-methyl-6,7,8,9-tetrahydro-5H-pyrido[2,3-d]azepine). Yield: 29.9%. Reaction SMILES: IC1C(O)=NC2CCN(C(=O)C(F)(F)F)CC(C)C=2C=1.C([O-])([O-])=O.[K+].[K+].CI.[I:29][C:30]1[C:47]([O:48][CH3:49])=[N:46][C:33]2[CH2:34][CH2:35][N:36](C(=O)C(F)(F)F)[CH2:37][CH:38]([CH3:39])[C:32]=2[CH:31]=1>CO.CC(C)=O>[I:29][C:30]1[C:47]([O:48][CH3:49])=[N:46][C:33]2[CH2:34][CH2:35][NH:36][CH2:37][CH:38]([CH3:39])[C:32]=2[CH:31]=1 |f:1.2.3|. Reported procedure: A mixture of 3-iodo-5-methyl-7-(trifluoroacetyl)-6,7,8,9-tetrahydro-5H-pyrido[2,3-d]azepin-2-ol (100 mg, 250 μmol), K2CO3 (200 mg), MeI (2 ml) and acetone (4 ml) was stirred for 16 h at ambient temperature. The reaction mixture was concentrated in vacuo and purified by column chromatography rendering 25.5 mg (25%) of 3-iodo-2-methoxy-5-methyl-7-(trifluoroacetyl)-6,7,8,9-tetrahydro-5H-pyrido[2,3-d]azepine and 41.9 mg (41%) of 3-iodo-1,5-dimethyl-7-(trifluoroacetyl)-1,5,6,7,8,9-hexahydro-2H-pyrido... As a reaction SMILES: [C:1]([C:3]1[CH:4]=[CH:5][C:6]([F:11])=[C:7]([CH:10]=1)[CH:8]=[O:9])#[N:2].[CH3:12][Li]>C1COCC1>[F:11][C:6]1[CH:5]=[CH:4][C:3]([C:1]#[N:2])=[CH:10][C:7]=1[CH:8]([OH:9])[CH3:12]. Solvent: C1CCOC1 (THF). Conditions: time 2 hour. Reactants: C(#N)C=1C=CC(=C(C=O)C1)F (5-cyano-2-fluorobenzaldehyde), C[Li] (methyllithium). The product is FC1=C(C=C(C#N)C=C1)C(C)O (4-Fluoro-3-(1-hydroxyethyl)benzonitrile). Reported procedure: To a solution of 5-cyano-2-fluorobenzaldehyde (1.50 g, 10.06 mmol) in THF (15 mL) cooled to 0° C. was added methyllithium (7.90 mL, 11.06 mmol). The mixture was stirred at room temperature for 2 h and quenched by the addition of saturated NH4Cl (10 mL). The mixture was partitioned between ethyl acetate (50 mL) and water (20 mL), the organic was washed with water (20 mL), dried over magnesium sulfate and concentrated in vacuo to provide a residue. Purification via flash column chromatography (30×... Starting materials: CC(C)CCC#N, CCO, ClCCl, Cl, NO, [Na+], [OH-], O. Yields the product CC(C)CCC(=N)NO. RXN SMILES: [C:1]([CH2:2][CH2:3][CH:4]([CH3:5])[CH3:6])#[N:7].[CH3:13][CH2:14][OH:15].[Cl:17][CH2:18][Cl:19].[ClH:8].[NH2:9][OH:10].[Na+:12].[OH-:11].[OH2:16]>>[C:1]([CH2:2][CH2:3][CH:4]([CH3:5])[CH3:6])(=[NH:7])[NH:9][OH:10]. The reactants are ClC=1C(=C(C=CC1)NC1=NC=NC2=CC(=C(C=C12)O[C@H]1C[C@@H](NCC1)C(=O)NC)OC)F ((2R,4R)-4-({4-[(3-chloro-2-fluorophenyl)amino]-7-methoxyquinazolin-6-yl}oxy)-N-methylpiperidine-2-carboxamide), C=O (formaldehyde), C(C)(=O)O[BH-](OC(C)=O)OC(C)=O.[Na+] (sodium triacetoxyborohydride), C(=O)(O)[O-].[Na+] (NaHCO3), C(C)(=O)O[BH-](OC(C)=O)OC(C)=O.[Na+] (sodium triacetoxyborohydride). Run in C(Cl)Cl.CC(=O)O (DCM AcOH), C(Cl)Cl (DCM). Product: ClC=1C(=C(C=CC1)NC1=NC=NC2=CC(=C(C=C12)O[C@H]1C[C@@H](N(CC1)C)C(=O)NC)OC)F ((2R,4R)-4-({4-[(3-chloro-2-fluorophenyl)amino]-7-methoxyquinazolin-6-yl}oxy)-N,1-dimethylpiperidine-2-carboxamide). Yield: 48.4%. RXN SMILES: C=O.[Cl:3][C:4]1[C:5]([F:34])=[C:6]([NH:10][C:11]2[C:20]3[C:15](=[CH:16][C:17]([O:32][CH3:33])=[C:18]([O:21][C@@H:22]4[CH2:27][CH2:26][NH:25][C@@H:24]([C:28]([NH:30][CH3:31])=[O:29])[CH2:23]4)[CH:19]=3)[N:14]=[CH:13][N:12]=2)[CH:7]=[CH:8][CH:9]=1.[C:35](O[BH-](OC(=O)C)OC(=O)C)(=O)C.[Na+].C([O-])(O)=O.[Na+]>C(Cl)Cl.CC(O)=O.C(Cl)Cl>[Cl:3][C:4]1[C:5]([F:34])=[C:6]([NH:10][C:11]2[C:20]3[C:15](=[CH:16][C:17]([O:32][CH3:33])=[C:18]([O:21][C@@H:22]4[CH2:27][CH2:26][N:25]([CH3:35])[C@@H:24]([C:28]([NH:30][CH3:31])=[O:29])[CH2:23]4)[CH:19]=3)[N:14]=[CH:13][N:12]=2)[CH:7]=[CH:8][CH:9]=1 |f:2.3,4.5,6.7|. Reported procedure: Molecular sieves (5 g) followed by aqueous formaldehyde (10 ml) were added to a stirred solution of (2R,4R)-4-({4-[(3-chloro-2-fluorophenyl)amino]-7-methoxyquinazolin-6-yl}oxy)-N-methylpiperidine-2-carboxamide (3.6 g, 7.84 mmol) in DCM-AcOH (100:10 ml) at room temperature. The reaction mixture was stirred for 1-2 minutes before solid sodium triacetoxyborohydride (3.31 g, 15.7 mmol) was added portionwise over 5 minutes. The reaction was essentially complete after all the sodium triacetoxyborohydr... The reactants are Cl (hydrochloric acid), aqueous saturated solution, [OH-].[Na+] (sodium hydroxide), CC1=C(N=C(O1)C1=CC=CC=C1)COC=1C=C(CO\N=C(/CCC(=O)OC)\C2=CC=CC=C2)C=CC1 (methyl E-4-[3-(5-methyl-2-phenyl-4-oxazolylmethoxy)benzyloxyimino]-4-phenylbutyrate), CO (methanol). The solvent is O1CCCC1 (tetrahydrofuran). Run at time 1 hour. Yields the product CC1=C(N=C(O1)C1=CC=CC=C1)COC=1C=C(CO\N=C(/CCC(=O)O)\C2=CC=CC=C2)C=CC1 (E-4-[3-(5-methyl-2-phenyl-4-oxazolylmethoxy)benzyloxyimino]-4-phenylbutyric acid). Isolated yield 81.4%. As a reaction SMILES: [OH-].[Na+].[CH3:3][C:4]1[O:8][C:7]([C:9]2[CH:14]=[CH:13][CH:12]=[CH:11][CH:10]=2)=[N:6][C:5]=1[CH2:15][O:16][C:17]1[CH:18]=[C:19]([CH:36]=[CH:37][CH:38]=1)[CH2:20][O:21]/[N:22]=[C:23](/[C:30]1[CH:35]=[CH:34][CH:33]=[CH:32][CH:31]=1)\[CH2:24][CH2:25][C:26]([O:28]C)=[O:27].CO.Cl>O1CCCC1>[CH3:3][C:4]1[O:8][C:7]([C:9]2[CH:10]=[CH:11][CH:12]=[CH:13][CH:14]=2)=[N:6][C:5]=1[CH2:15][O:16][C:17]1[CH:18]=[C:19]([CH:36]=[CH:37][CH:38]=1)[CH2:20][O:21]/[N:22]=[C:23](/[C:30]1[CH:31]=[CH:32][CH:33]=[CH:34][CH:35]=1)\[CH2:24][CH2:25][C:26]([OH:28])=[O:27] |f:0.1|. Reported procedure: A 1N aqueous saturated solution of sodium hydroxide (5 ml) was added to a solution of methyl E-4-[3-(5-methyl-2-phenyl-4-oxazolylmethoxy)benzyloxyimino]-4-phenylbutyrate (500 mg) in tetrahydrofuran (10 ml)-methanol (5 ml) and stirred at room temperature for 1 hour. 1N hydrochloric acid (5.5 ml) was added to the reaction mixture and extracted with ethyl acetate. The ethyl acetate layer was washed with an aqueous saturated solution of sodium chloride, dried (MgSO4) and concentrated. The residue wa... Starting materials: O=C1CCC(=O)N1Br, COC(=O)c1cc(Br)c(C)c(Br)c1, O=C(OOC(=O)c1ccccc1)c1ccccc1, ClC(Cl)(Cl)Cl. Product: COC(=O)c1cc(Br)c(CBr)c(Br)c1. Reaction SMILES: [Br:14][N:15]1[C:16](=[O:17])[CH2:18][CH2:19][C:20]1=[O:21].[Br:1][c:2]1[cH:3][c:4]([C:5](=[O:6])[O:7][CH3:8])[cH:9][c:10]([Br:13])[c:11]1[CH3:12].[C:22]([O:23][O:24][C:25](=[O:26])[c:27]1[cH:28][cH:29][cH:30][cH:31][cH:32]1)(=[O:33])[c:34]1[cH:35][cH:36][cH:37][cH:38][cH:39]1.[Cl:40][C:41]([Cl:42])([Cl:43])[Cl:44]>>[Br:1][c:2]1[cH:3][c:4]([C:5](=[O:6])[O:7][CH3:8])[cH:9][c:10]([Br:13])[c:11]1[CH2:12][Br:14].